From a dataset of the Open Reaction Database (ORD), a public repository of structured organic reaction records. describe an organic reaction: reactants, conditions, products, and yield Starting materials: Cl.N12CC3[C@H](C(CC(C1)C3)C2)N ((4r)-1-azatricyclo[3.3.1.13,7]dec-4-ylamine hydrochloride), N1N=C(C2=CC=CC=C12)C(=O)O (1H-indazole-3-carboxylic acid), N (NH3). Yields the product Cl.N12CC3[C@H](C(CC(C1)C3)C2)NC(=O)C2=NNC3=CC=CC=C23 (1H-Indazole-3-carboxylic acid(4r)-(1-azatricyclo[3.3.1.13,7]dec-4-yl)-amide hydrochloride). Reaction SMILES: [ClH:1].[N:2]12[CH2:11][CH:6]3[CH2:7][CH:8]([CH2:10][CH:4]([C@H:5]3[NH2:12])[CH2:3]1)[CH2:9]2.[NH:13]1[C:21]2[C:16](=[CH:17][CH:18]=[CH:19][CH:20]=2)[C:15]([C:22](O)=[O:23])=[N:14]1.N>>[ClH:1].[N:2]12[CH2:11][CH:6]3[CH2:7][CH:8]([CH2:10][CH:4]([C@H:5]3[NH:12][C:22]([C:15]3[C:16]4[C:21](=[CH:20][CH:19]=[CH:18][CH:17]=4)[NH:13][N:14]=3)=[O:23])[CH2:3]1)[CH2:9]2 |f:0.1,4.5|. Procedure: Prepared from (4r)-1-azatricyclo[3.3.1.13,7]dec-4-ylamine hydrochloride and 1H-indazole-3-carboxylic acid according to methods A and C. 1H NMR (300 MHz, methanol-d4) δ ppm 2.08-2.34 (m, 5H), 2.51 (s, 2H), 3.42-3.64 (m, 4H), 3.88 (d, J=12.5 Hz, 2H), 4.33 (s, 1H), 7.23-7.32 (m, 1H), 7.40-7.48 (m, 1H), 7.57-7.63 (m, 1H), 8.20 (d, J=8.1 Hz, 1H). MS (DCI/NH3) m/z 297. Reactants: CN(C(=O)C=1OC2=C(C1)C=CC=C2N2CCN(CC2)CCC2=NC=CC=C2)C (N,N-dimethyl-7-(4-(2-(pyridin-2-yl)ethyl)piperazin-1-yl)benzofuran-2-carboxamide), BrN1C(CCC1=O)=O (N-bromosuccinimide). Run in ClCCl (dichloromethane). Reaction conditions: time 1.5 hour. Yields the product BrC1=CC=C(C2=C1C=C(O2)C(=O)N(C)C)N2CCN(CC2)CCC2=NC=CC=C2 (4-Bromo-N,N-dimethyl-7-(4-(2-(pyridin-2-yl)ethyl)piperazin-1-yl)benzofuran-2-carboxamide). RXN SMILES: [CH3:1][N:2]([CH3:28])[C:3]([C:5]1[O:6][C:7]2[C:13]([N:14]3[CH2:19][CH2:18][N:17]([CH2:20][CH2:21][C:22]4[CH:27]=[CH:26][CH:25]=[CH:24][N:23]=4)[CH2:16][CH2:15]3)=[CH:12][CH:11]=[CH:10][C:8]=2[CH:9]=1)=[O:4].[Br:29]N1C(=O)CCC1=O>ClCCl>[Br:29][C:10]1[C:8]2[CH:9]=[C:5]([C:3]([N:2]([CH3:1])[CH3:28])=[O:4])[O:6][C:7]=2[C:13]([N:14]2[CH2:15][CH2:16][N:17]([CH2:20][CH2:21][C:22]3[CH:27]=[CH:26][CH:25]=[CH:24][N:23]=3)[CH2:18][CH2:19]2)=[CH:12][CH:11]=1. Procedure: A reaction mixture of N,N-dimethyl-7-(4-(2-(pyridin-2-yl)ethyl)piperazin-1-yl)benzofuran-2-carboxamide (0.50 g, 1.32 mmol) (Example 11) and N-bromosuccinimide (0.12 mL, 1.45 mmol) in dichloromethane (10 mL) was stirred at rt for 1.5 h. The solvent was removed in vacuo. The product was purified by flash chromatography (SiO2; DCM/MeOH; gradient 0-3%) to give the title compound. Yield: 0.55 g (91%). Reactants: OCC=1C=C(C(=O)OC)C=C(C1)N(S(=O)(=O)C)C (methyl 3-(hydroxymethyl)-5-(N-methylmethylsulfonamido)benzoate), C1(=CC=CC=C1)P(=O)(C1=CC=CC=C1)N=[N+]=[N-] (diphenyl phosphoryl azide), N12CCCCCC2=NCCC1 (1,8-diazabicyclo[5.4.0]-undec-7-ene). Solvent: C1(=CC=CC=C1)C (toluene), C1CCOC1 (THF). Run at temperature 0 celsius, time 16 hour. Product: N(=[N+]=[N-])CC=1C=C(C(=O)OC)C=C(C1)N(S(=O)(=O)C)C (methyl 3-(azidomethyl)-5-(N-methylmethylsulfonamido)benzoate). As a reaction SMILES: O[CH2:2][C:3]1[CH:4]=[C:5]([CH:10]=[C:11]([N:13]([CH3:18])[S:14]([CH3:17])(=[O:16])=[O:15])[CH:12]=1)[C:6]([O:8][CH3:9])=[O:7].C1(P([N:33]=[N+:34]=[N-:35])(C2C=CC=CC=2)=O)C=CC=CC=1.N12CCCN=C1CCCCC2>C1(C)C=CC=CC=1.C1COCC1>[N:33]([CH2:2][C:3]1[CH:4]=[C:5]([CH:10]=[C:11]([N:13]([CH3:18])[S:14]([CH3:17])(=[O:16])=[O:15])[CH:12]=1)[C:6]([O:8][CH3:9])=[O:7])=[N+:34]=[N-:35]. Reported procedure: To a stirring solution of 130 mg (0.475 mmol) of methyl 3-(hydroxymethyl)-5-(N-methylmethylsulfonamido)benzoate in 7 mL of toluene and 4 mL of THF was added 120 μL of diphenyl phosphoryl azide (DPPA). The solution was cooled to 0° C. and 86 μL (0.568 mmol) of 1,8-diazabicyclo[5.4.0]-undec-7-ene (DBU) was added. The ice bath was removed, and stirring was continued with warming to room temperature. After about 16 h, the solution was diluted with EtOAc and H2O, and 1N HCl was added to a pH=8. The o...